From a dataset of the Open Reaction Database (ORD), a public repository of structured organic reaction records. describe an organic reaction: reactants, conditions, products, and yield The reactants are COC=1C=C(CN2C3=CC=CC=C3C=3C(=CC=CC23)OC(C(=O)O)(C)C)C=CC1OCC=1N=C(OC1C)C1=CC=CC=C1 (2-{9-[3-methoxy-4-((5-methyl-2-phenyl-oxazole-4-yl)methoxy)-benzyl]-9H-carbazole-4-yloxy}-2-methyl-propionic acid), [OH-].[Na+] (sodium hydroxide). The solvent is CC(C)O (2-propanol). Run at time 0.5 hour. Product: COC=1C=C(CN2C3=CC=CC=C3C=3C(=CC=CC23)OC(C(=O)[O-])(C)C)C=CC1OCC=1N=C(OC1C)C1=CC=CC=C1.[Na+] (sodium 2-{9-[3-methoxy-4-((5-methyl-2-phenyl-oxazole-4-yl)methoxy)-benzyl]-9H-carbazole-4-yloxy}-2-methyl-propionate). Reaction SMILES: [CH3:1][O:2][C:3]1[CH:4]=[C:5]([CH:27]=[CH:28][C:29]=1[O:30][CH2:31][C:32]1[N:33]=[C:34]([C:38]2[CH:43]=[CH:42][CH:41]=[CH:40][CH:39]=2)[O:35][C:36]=1[CH3:37])[CH2:6][N:7]1[C:19]2[CH:18]=[CH:17][CH:16]=[C:15]([O:20][C:21]([CH3:26])([CH3:25])[C:22]([OH:24])=[O:23])[C:14]=2[C:13]2[C:8]1=[CH:9][CH:10]=[CH:11][CH:12]=2.[OH-].[Na+:45]>CC(O)C>[CH3:1][O:2][C:3]1[CH:4]=[C:5]([CH:27]=[CH:28][C:29]=1[O:30][CH2:31][C:32]1[N:33]=[C:34]([C:38]2[CH:43]=[CH:42][CH:41]=[CH:40][CH:39]=2)[O:35][C:36]=1[CH3:37])[CH2:6][N:7]1[C:19]2[CH:18]=[CH:17][CH:16]=[C:15]([O:20][C:21]([CH3:26])([CH3:25])[C:22]([O-:24])=[O:23])[C:14]=2[C:13]2[C:8]1=[CH:9][CH:10]=[CH:11][CH:12]=2.[Na+:45] |f:1.2,4.5|. Procedure details: 1.88 g of 2-{9-[3-methoxy-4-((5-methyl-2-phenyl-oxazole-4-yl)methoxy)-benzyl]-9H-carbazole-4-yloxy}-2-methyl-propionic acid was suspended in 30 mL of 2-propanol, and dissolved at 70° C. 3.3 mL of 1 N sodium hydroxide solution was added thereto and stirred for 0.5 hour. The reaction mixture was allowed to cool, the precipitate crystal was isolated by filtration, washed with 2-propanol, dried under reduced pressure, and 1.66 g of the subject compound was prepared as white crystal.